This data is from the Open Reaction Database (ORD), a public repository of structured organic reaction records. The task is: describe an organic reaction: reactants, conditions, products, and yield Reactants: CCC(=CCCc1ccc(C(=O)OC)cc1)CCI, CCC(=O)CC(=O)CC, CN(C)C=O, [Li]. The product is CCC(=O)C(CCC(=CCCc1ccc(C(=O)OC)cc1)CC)C(=O)CC. Reaction SMILES: [CH2:1]([CH3:2])[C:3]([CH2:4][CH2:5][I:6])=[CH:7][CH2:8][CH2:9][c:10]1[cH:11][cH:12][c:13]([C:16](=[O:17])[O:18][CH3:19])[cH:14][cH:15]1.[CH3:21][CH2:22][C:23]([CH2:24][C:25]([CH2:26][CH3:27])=[O:28])=[O:29].[CH3:30][N:31]([CH3:32])[CH:33]=[O:34].[Li:20]>>[CH2:1]([CH3:2])[C:3]([CH2:4][CH2:5][CH:24]([C:23]([CH2:22][CH3:21])=[O:29])[C:25]([CH2:26][CH3:27])=[O:28])=[CH:7][CH2:8][CH2:9][c:10]1[cH:11][cH:12][c:13]([C:16](=[O:17])[O:18][CH3:19])[cH:14][cH:15]1. Starting materials: CC(O)CNC(=O)c1ccc(Cl)c(N(C)C(=O)c2cc3c(s2)-c2ccc(Br)cc2OCC3)c1, O=C([O-])[O-], CN, Cc1ccccc1, Cl, [Na+], [Na+], CC(=O)[O-], CC(=O)[O-], CN(C)C=O, [Pd+2]. Yields the product CNC(=O)c1ccc2c(c1)OCCc1cc(C(=O)N(C)c3cc(C(=O)NCC(C)O)ccc3Cl)sc1-2. Reaction SMILES: [Br:1][c:2]1[cH:3][cH:4][c:5]2[c:6]([cH:33]1)[O:7][CH2:8][CH2:9][c:10]1[c:11]-2[s:12][c:13]([C:15](=[O:16])[N:17]([CH3:18])[c:19]2[c:20]([Cl:32])[cH:21][cH:22][c:23]([C:25]([NH:26][CH2:27][CH:28]([CH3:29])[OH:30])=[O:31])[cH:24]2)[cH:14]1.[C:37]([O-:38])([O-:39])=[O:40].[CH3:34][NH2:35].[CH3:43][c:44]1[cH:45][cH:46][cH:47][cH:48][cH:49]1.[ClH:36].[Na+:41].[Na+:42].[O-:56][C:57]([CH3:58])=[O:59].[O-:60][C:61]([CH3:62])=[O:63].[O:50]=[CH:51][N:52]([CH3:53])[CH3:54].[Pd+2:55]>>[c:2]1([C:37]([NH:35][CH3:34])=[O:40])[cH:3][cH:4][c:5]2[c:6]([cH:33]1)[O:7][CH2:8][CH2:9][c:10]1[c:11]-2[s:12][c:13]([C:15](=[O:16])[N:17]([CH3:18])[c:19]2[c:20]([Cl:32])[cH:21][cH:22][c:23]([C:25]([NH:26][CH2:27][CH:28]([CH3:29])[OH:30])=[O:31])[cH:24]2)[cH:14]1. Starting materials: C(C)(C)(C)OC(=O)N(C(=O)OC(C)(C)C)C=1OCC2(C3=CC(=CC=C3OC(C23COC3)(C)C)B3OC(C(O3)(C)C)(C)C)N1 (di-tert-butyl[2′,2′-dimethyl-6′-(4,4,5,5-tetramethyl-1,3,2-dioxaborolan-2-yl)dispiro[1,3-oxazole-4,4′-chromene-3′,3″-oxetan]-2-yl]imidodicarbonate), BrC1=NC=CC(=C1)OC (2-bromo-4-methoxypyridine), C(=O)([O-])[O-].[Na+].[Na+] (Na2CO3). The reagents and catalysts are C=1C=CC(=CC1)[P](C=2C=CC=CC2)(C=3C=CC=CC3)[Pd]([P](C=4C=CC=CC4)(C=5C=CC=CC5)C=6C=CC=CC6)([P](C=7C=CC=CC7)(C=8C=CC=CC8)C=9C=CC=CC9)[P](C=1C=CC=CC1)(C=1C=CC=CC1)C=1C=CC=CC1 (tetrakis(triphenylphosphine)palladium(0)). Run in O1CCOCC1.O (dioxane water), CO.C(Cl)(Cl)Cl (MeOH CHCl3). Reaction conditions: temperature 100 celsius, time 8 hour. Product: COC1=CC(=NC=C1)C=1C=C2C3(N=C(OC3)N)C3(COC3)C(OC2=CC1)(C)C (6′-(4-methoxypyridin-2-yl)-2′,2′-dimethyldispiro[1,3-oxazole-4,4′-chromene-3′,3″-oxetan]-2-amine). Yield: 81.4%. As a reaction SMILES: C(OC([N:8]([C:16]1[O:17][CH2:18][C:19]2([N:43]=1)[C:28]1([CH2:31][O:30][CH2:29]1)[C:27]([CH3:33])([CH3:32])[O:26][C:25]1[C:20]2=[CH:21][C:22](B2OC(C)(C)C(C)(C)O2)=[CH:23][CH:24]=1)C(OC(C)(C)C)=O)=O)(C)(C)C.Br[C:45]1[CH:50]=[C:49]([O:51][CH3:52])[CH:48]=[CH:47][N:46]=1.C([O-])([O-])=O.[Na+].[Na+]>O1CCOCC1.O.CO.C(Cl)(Cl)Cl.C1C=CC([P]([Pd]([P](C2C=CC=CC=2)(C2C=CC=CC=2)C2C=CC=CC=2)([P](C2C=CC=CC=2)(C2C=CC=CC=2)C2C=CC=CC=2)[P](C2C=CC=CC=2)(C2C=CC=CC=2)C2C=CC=CC=2)(C2C=CC=CC=2)C2C=CC=CC=2)=CC=1>[CH3:52][O:51][C:49]1[CH:48]=[CH:47][N:46]=[C:45]([C:22]2[CH:21]=[C:20]3[C:25](=[CH:24][CH:23]=2)[O:26][C:27]([CH3:32])([CH3:33])[C:28]2([CH2:29][O:30][CH2:31]2)[C:19]23[CH2:18][O:17][C:16]([NH2:8])=[N:43]2)[CH:50]=1 |f:2.3.4,5.6,7.8,^1:75,77,96,115|. Procedure: A mixture of di-tert-butyl[2′,2′-dimethyl-6′-(4,4,5,5-tetramethyl-1,3,2-dioxaborolan-2-yl)dispiro[1,3-oxazole-4,4′-chromene-3′,3″-oxetan]-2-yl]imidodicarbonate (282 mg, 0.470 mmol), 2-bromo-4-methoxypyridine (221 mg, 1.17 mmol), tetrakis(triphenylphosphine)palladium(0) (271 mg, 0.235 mmol) and Na2CO3 (149 mg, 1.41 mmol) in dioxane-water (4:1, 5.6 mL) was stirred for 8 hours at 100° C. The mixture was diluted with MeOH—CHCl3 (1:9) and washed with water, then the organic layer was dried over MgSO4... Starting materials: COc1cccc(C(=O)O)n1, Nc1nnn[nH]1. Product: COc1cccc(C(=O)Nc2nnn[nH]2)n1. Reaction SMILES: [CH3:1][O:2][c:3]1[cH:4][cH:5][cH:6][c:7]([C:9](=[O:10])[OH:11])[n:8]1.[NH2:12][c:13]1[n:14][n:15][n:16][nH:17]1>>[CH3:1][O:2][c:3]1[cH:4][cH:5][cH:6][c:7]([C:9](=[O:11])[NH:12][c:13]2[nH:14][n:15][n:16][n:17]2)[n:8]1.